This data is from the Open Reaction Database (ORD), a public repository of structured organic reaction records. The task is: describe an organic reaction: reactants, conditions, products, and yield The reactants are N, C1CCOC1.B, C1CN(C[C@@H](C1=O)O)S(=O)(=O)C. Reagents/catalysts: c1ccc(cc1)-c2c3ccccc3cc4ccccc24 (9-Phenylanthracene). Conditions: temperature 25 celsius, time 18 hour. Yields the product CS(=O)(=O)N1CC[C@@H](N)[C@H](O)C1. RXN SMILES: B.C1COCC1.[NH3:1].[CH3:2][S:3]([N:6]1[CH2:12][C@H:10]([OH:11])[C:9](=O)[CH2:8][CH2:7]1)(=[O:5])=[O:4]>>[CH3:2][S:3]([N:6]1[CH2:12][C@@H:10]([OH:11])[C@H:9]([NH2:1])[CH2:8][CH2:7]1)(=[O:5])=[O:4]. Reactants: CSc1ncc(Oc2cccnc2)c(=O)[nH]1, CN(C)Cc1ccc(CSCCN)o1. The product is CN(C)Cc1ccc(CSCCNc2ncc(Oc3cccnc3)c(=O)[nH]2)o1. RXN SMILES: [CH3:1][S:2][c:3]1[n:4][cH:5][c:6]([O:10][c:11]2[cH:12][n:13][cH:14][cH:15][cH:16]2)[c:7](=[O:9])[nH:8]1.[NH2:17][CH2:18][CH2:19][S:20][CH2:21][c:22]1[cH:23][cH:24][c:25]([CH2:27][N:28]([CH3:29])[CH3:30])[o:26]1>>[c:3]1([NH:17][CH2:18][CH2:19][S:20][CH2:21][c:22]2[cH:23][cH:24][c:25]([CH2:27][N:28]([CH3:29])[CH3:30])[o:26]2)[n:4][cH:5][c:6]([O:10][c:11]2[cH:12][n:13][cH:14][cH:15][cH:16]2)[c:7](=[O:9])[nH:8]1. Reactants: CO, C1CCC(OCC2CCC3(CC3)O2)OC1, Cc1ccc(S(=O)(=O)[O-])cc1, c1cc[nH+]cc1. The product is OCC1CCC2(CC2)O1. RXN SMILES: [CH3:33][OH:34].[O:1]1[CH2:2][CH2:3][CH2:4][CH2:5][CH:6]1[O:7][CH2:8][CH:9]1[O:10][C:11]2([CH2:12][CH2:13]2)[CH2:14][CH2:15]1.[c:16]1([CH3:17])[cH:18][cH:19][c:20]([S:21]([O-:22])(=[O:23])=[O:24])[cH:25][cH:26]1.[nH+:27]1[cH:28][cH:29][cH:30][cH:31][cH:32]1>>[OH:7][CH2:8][CH:9]1[O:10][C:11]2([CH2:12][CH2:13]2)[CH2:14][CH2:15]1. The reactants are C(=O)NC=1SC=C(N1)C(C(=O)O)=NOCC(=O)OC(C)(C)C (2-(2-formamidothiazol-4-yl)-2-t-butoxycarbonylmethoxyiminoacetic acid), P(=O)(Cl)(Cl)Cl (phosphoryl chloride), NC1[C@@H]2N(C(=CCS2)C(=O)OCC2=CC=C(C=C2)[N+](=O)[O-])C1=O (4-nitrobenzyl 7-amino-3-cephem-4-carboxylate), aqueous solution, C([O-])([O-])=O.[Na+].[Na+] (sodium carbonate). Solvent: O1CCCC1 (tetrahydrofuran), CN(C=O)C (N,N-dimethylformamide), O1CCCC1 (tetrahydrofuran), O (water), CC(=O)C (acetone). The product is C(=O)NC=1SC=C(N1)C(C(=O)NC1[C@@H]2N(C(=CCS2)C(=O)OCC2=CC=C(C=C2)[N+](=O)[O-])C1=O)=NOCC(=O)OC(C)(C)C (4-nitrobenzyl 7-[2-(2-formamidothiazol-4-yl)-2-t-butoxycarbonylmethoxyiminoacetamido]-3-cephem-4-carboxylate). Yield: 103.9%. As a reaction SMILES: [CH:1]([NH:3][C:4]1[S:5][CH:6]=[C:7]([C:9](=[N:13][O:14][CH2:15][C:16]([O:18][C:19]([CH3:22])([CH3:21])[CH3:20])=[O:17])[C:10]([OH:12])=O)[N:8]=1)=[O:2].P(Cl)(Cl)(Cl)=O.[NH2:28][CH:29]1[C:49](=[O:50])[N:31]2[C:32]([C:36]([O:38][CH2:39][C:40]3[CH:45]=[CH:44][C:43]([N+:46]([O-:48])=[O:47])=[CH:42][CH:41]=3)=[O:37])=[CH:33][CH2:34][S:35][C@H:30]12.C(=O)([O-])[O-].[Na+].[Na+]>O1CCCC1.O.CC(C)=O.CN(C)C=O>[CH:1]([NH:3][C:4]1[S:5][CH:6]=[C:7]([C:9](=[N:13][O:14][CH2:15][C:16]([O:18][C:19]([CH3:22])([CH3:21])[CH3:20])=[O:17])[C:10]([NH:28][CH:29]2[C:49](=[O:50])[N:31]3[C:32]([C:36]([O:38][CH2:39][C:40]4[CH:41]=[CH:42][C:43]([N+:46]([O-:48])=[O:47])=[CH:44][CH:45]=4)=[O:37])=[CH:33][CH2:34][S:35][C@H:30]23)=[O:12])[N:8]=1)=[O:2] |f:3.4.5|. Procedure details: 2-(2-formamidothiazol-4-yl)-2-t-butoxycarbonylmethoxyiminoacetic acid (syn isomer, 5 g.), N,N-dimethylformamide (1.68 g.), phosphoryl chloride (3.52 g.) and tetrahydrofuran (50 ml.) were treated in a similar manner to that of Example 1(1) to give an activated acid solution. The solution was added to a stined suspension of 4-nitrobenzyl 7-amino-3-cephem-4-carboxylate (5.23 g.), in tetrahydrofuran (26 ml.), acetone (13 ml.) and water (13 ml.) at -5° to 0° C., and stirred at the same temperature fo... The reactants are COC(=O)C(O)CN1CC(O[Si](C)(C)C(C)(C)C)C1, C[Al](C)C, Cc1ccccc1, O, Nc1ccccn1. The product is CC(C)(C)[Si](C)(C)OC1CN(CC(O)C(=O)Nc2ccccn2)C1. As a reaction SMILES: [C:12]([CH3:13])([CH3:14])([CH3:15])[Si:16]([O:17][CH:18]1[CH2:19][N:20]([CH2:22][CH:23]([C:24](=[O:25])[O:26][CH3:27])[OH:28])[CH2:21]1)([CH3:29])[CH3:30].[CH3:1][Al:2]([CH3:3])[CH3:4].[CH3:31][c:32]1[cH:33][cH:34][cH:35][cH:36][cH:37]1.[OH2:38].[n:5]1[c:6]([NH2:11])[cH:7][cH:8][cH:9][cH:10]1>>[n:5]1[c:6]([NH:11][C:24]([CH:23]([CH2:22][N:20]2[CH2:19][CH:18]([O:17][Si:16]([C:12]([CH3:13])([CH3:14])[CH3:15])([CH3:29])[CH3:30])[CH2:21]2)[OH:28])=[O:25])[cH:7][cH:8][cH:9][cH:10]1. Reactants: C1(CCCCCCCCCCCCCCO1)=O (15-pentadecanolactone), [OH-].[K+] (potassium hydroxide). The reagents and catalysts are [Br-].C(CCC)[N+](CCCC)(CCCC)CCCC (tetra-n-butylammonium bromide). The solvent is C1CCOC1 (THF), O (water). Product: OCCCCCCCCCCCCCCC(=O)O (15-hydroxypentadecanoic acid). The yield is 22360.1%. RXN SMILES: [C:1]1(=[O:17])[O:16][CH2:15][CH2:14][CH2:13][CH2:12][CH2:11][CH2:10][CH2:9][CH2:8][CH2:7][CH2:6][CH2:5][CH2:4][CH2:3][CH2:2]1.[OH-:18].[K+]>[Br-].C([N+](CCCC)(CCCC)CCCC)CCC.C1COCC1.O>[OH:18][CH2:15][CH2:14][CH2:13][CH2:12][CH2:11][CH2:10][CH2:9][CH2:8][CH2:7][CH2:6][CH2:5][CH2:4][CH2:3][CH2:2][C:1]([OH:16])=[O:17] |f:1.2,3.4|. Procedure: 15-pentadecanolactone (10 g, 42 mmols), potassium hydroxide (10 g, 0.18 mmols) and tetra-n-butylammonium bromide (1.34 g, 4.2 mmols) were dissolved in a mixed solvent of THF (100 ml) and water (30 ml), and heated under reflux for 12 hours. The reaction mixture was concentrated under reduced pressure to evaporate THF, and the aqueous layer was made acidic (pH=1) and then extracted with ether. The organic layer was washed with water and saturated saline in that order, and dried with anhydrous sodi... The reactants are COC(=O)NCCCC(O)(c1cccc(Cl)c1)C1CCCN(C(=O)OC(C)(C)C)C1, CC#N, Cl. The product is COC(=O)NCCCC(O)(c1cccc(Cl)c1)C1CCCNC1. RXN SMILES: [CH3:1][O:2][C:3](=[O:4])[NH:5][CH2:6][CH2:7][CH2:8][C:9]([OH:10])([c:11]1[cH:12][c:13]([Cl:17])[cH:14][cH:15][cH:16]1)[CH:18]1[CH2:19][N:20]([C:24]([O:25][C:26]([CH3:27])([CH3:28])[CH3:29])=[O:30])[CH2:21][CH2:22][CH2:23]1.[CH3:32][C:33]#[N:34].[ClH:31]>>[CH3:1][O:2][C:3](=[O:4])[NH:5][CH2:6][CH2:7][CH2:8][C:9]([OH:10])([c:11]1[cH:12][c:13]([Cl:17])[cH:14][cH:15][cH:16]1)[CH:18]1[CH2:19][NH:20][CH2:21][CH2:22][CH2:23]1. Starting materials: CNS(=O)(=O)C (N-methylmethanesulphonamide), C(CCC)[Li] (n-butyl lithium), NC1=C(C(=O)OCC)C=C(C=C1)OC (ethyl 2-amino-5-methoxybenzoate). Product: NC1=C(C=C(C=C1)OC)C(CS(NC)(=O)=O)=O (1-(2-amino-5-methoxyphenyl)-2-(N-methylsulphamoyl)ethanone). Reaction SMILES: [CH3:1][NH:2][S:3]([CH3:6])(=[O:5])=[O:4].C([Li])CCC.[NH2:12][C:13]1[CH:23]=[CH:22][C:21]([O:24][CH3:25])=[CH:20][C:14]=1[C:15](OCC)=[O:16]>>[NH2:12][C:13]1[CH:23]=[CH:22][C:21]([O:24][CH3:25])=[CH:20][C:14]=1[C:15](=[O:16])[CH2:6][S:3](=[O:5])(=[O:4])[NH:2][CH3:1]. Procedure details: In a similar manner to that described in Example 12(a), N-methylmethanesulphonamide was reacted with n-butyl lithium and the product was reacted with ethyl 2-amino-5-methoxybenzoate to give the novel compound 1-(2-amino-5-methoxyphenyl)-2-(N-methylsulphamoyl)ethanone, m.p. 117°-118°. Reactants: ClC1=C(C#N)C=CC(=C1C)C=1[C@H]([C@H]2N(N1)CC(C2)=O)OC (2-chloro-4-((3S,3aS)-3-methoxy-5-oxo-3a,4,5,6-tetrahydro-3H-pyrrolo[1,2-b]pyrazol-2-yl)-3-methylbenzonitrile), example 9, [F-].[Cs+] (CsF), FC(F)(F)[Si](C)(C)C (trifluoromethyl-trimethyl silane). Run in C1CCOC1 (THF). Reaction conditions: time 3 hour. Yields the product ClC1=C(C#N)C=CC(=C1C)C=1[C@H]([C@H]2N(N1)CC(C2)(C(F)(F)F)O)OC (2-chloro-4-((3S,3aS)-5-hydroxy-3-methoxy-5-(trifluoromethyl)-3a,4,5,6-tetrahydro-3H-pyrrolo[1,2-b]pyrazol-2-yl)-3-methylbenzonitrile). RXN SMILES: [Cl:1][C:2]1[C:9]([CH3:10])=[C:8]([C:11]2[C@@H:12]([O:20][CH3:21])[C@@H:13]3[CH2:18][C:17](=[O:19])[CH2:16][N:14]3[N:15]=2)[CH:7]=[CH:6][C:3]=1[C:4]#[N:5].[F:22][C:23]([Si](C)(C)C)([F:25])[F:24].[F-].[Cs+]>C1COCC1>[Cl:1][C:2]1[C:9]([CH3:10])=[C:8]([C:11]2[C@@H:12]([O:20][CH3:21])[C@@H:13]3[CH2:18][C:17]([OH:19])([C:23]([F:25])([F:24])[F:22])[CH2:16][N:14]3[N:15]=2)[CH:7]=[CH:6][C:3]=1[C:4]#[N:5] |f:2.3|. Procedure details: To a solution of 2-chloro-4-((3S,3aS)-3-methoxy-5-oxo-3a,4,5,6-tetrahydro-3H-pyrrolo[1,2-b]pyrazol-2-yl)-3-methylbenzonitrile prepared according to example 9 (10 mg, 0.033 mmole) in THF (3 mL) at 0° C. was added trifluoromethyl-trimethyl silane (0.02 mL, 0.0396 mmol) followed by the addition of CsF (0.5 mg, 0.0033 mmol) and the reaction mixture was stirred at room temperature for 3 h. Once the starting material had disappeared (monitored by TLC), the reaction mixture was quenched with 4N HCl and...